describe an organic reaction: reactants, conditions, products, and yield From a dataset of the Open Reaction Database (ORD), a public repository of structured organic reaction records. The reactants are Cl.CN1C(=C(C(C=C1C)=O)OCC1=CC=CC=C1)COC (1,6-Dimethyl-2-methoxymethyl-3-benzyloxy-pyridin-4(1 H)-one hydrochloride). Reagents/catalysts: [Pd] (Pd/C). Run in CO (methanol), O (water). The product is Cl.CN1C(=C(C(C=C1C)=O)O)COC (1,6-Dimethyl-2-methoxymethyl-3-hydroxy-pyridin-4(1H)-one hydrochloride). Yield: 86.5%. Reaction SMILES: [ClH:1].[CH3:2][N:3]1[C:8]([CH3:9])=[CH:7][C:6](=[O:10])[C:5]([O:11]CC2C=CC=CC=2)=[C:4]1[CH2:19][O:20][CH3:21]>CO.O.[Pd]>[ClH:1].[CH3:2][N:3]1[C:8]([CH3:9])=[CH:7][C:6](=[O:10])[C:5]([OH:11])=[C:4]1[CH2:19][O:20][CH3:21] |f:0.1,5.6|. Procedure details: 1,6-Dimethyl-2-methoxymethyl-3-benzyloxy-pyridin-4(1 H)-one hydrochloride (1.55 g, 5 mmol) was dissolved in methanol (40 ml)/water (10 ml) and hydrogenated for 4 hours in the presence of 5% Pd/C (0.3 g). Following filtration the filtrate was concentrated in vacuo and the crude material recrystallised from methanol/diethyl ether gave the pure title compound (0.95 g, 86.5%) as a white crystalline solid. m.p. 156-159° C. The reactants are C1(CC1)NC=1N=NC(=CC1)C#C (N-cyclopropyl-6-ethynylpyridazin-3-amine), ClC1=C(C=C(C(=O)NC2=CC(=CC(=C2)C(F)(F)F)N2C=NC(=C2)C)C=C1)I (4-chloro-3-iodo-N-(3-(4-methyl-1H-imidazol-1-yl)-5-(trifluoromethyl)phenyl)benzamide), ClC1=C(C=C(C(=O)NC2=CC(=CC(=C2)C(F)(F)F)N2C=NC(=C2)C)C=C1)I (4-chloro-3-iodo-N-(3-(4-methyl-1H-imidazol-1-yl)-5-(trifluoromethyl)phenyl)benzamide). The product is ClC1=C(C=C(C(=O)NC2=CC(=CC(=C2)C(F)(F)F)N2C=NC(=C2)C)C=C1)C#CC=1N=NC(=CC1)NC1CC1 (4-Chloro-3-(2-(6-(cyclopropylamino)pyridazin-3-yl)ethynyl)-N-(3-(4-methyl-1H-imidazol-1-yl)-5-(trifluoromethyl)phenyl)benzamide). Reaction SMILES: [CH:1]1([NH:4][C:5]2[N:6]=[N:7][C:8]([C:11]#[CH:12])=[CH:9][CH:10]=2)[CH2:3][CH2:2]1.[Cl:13][C:14]1[CH:38]=[CH:37][C:17]([C:18]([NH:20][C:21]2[CH:26]=[C:25]([C:27]([F:30])([F:29])[F:28])[CH:24]=[C:23]([N:31]3[CH:35]=[C:34]([CH3:36])[N:33]=[CH:32]3)[CH:22]=2)=[O:19])=[CH:16][C:15]=1I>>[Cl:13][C:14]1[CH:15]=[CH:16][C:17]([C:18]([NH:20][C:21]2[CH:26]=[C:25]([C:27]([F:30])([F:28])[F:29])[CH:24]=[C:23]([N:31]3[CH:35]=[C:34]([CH3:36])[N:33]=[CH:32]3)[CH:22]=2)=[O:19])=[CH:37][C:38]=1[C:12]#[C:11][C:8]1[N:7]=[N:6][C:5]([NH:4][CH:1]2[CH2:3][CH2:2]2)=[CH:10][CH:9]=1. Procedure: The title compound was synthesized from N-cyclopropyl-6-ethynylpyridazin-3-amine and 4-chloro-3-iodo-N-(3-(4-methyl-1H-imidazol-1-yl)-5-(trifluoromethyl)phenyl)benzamide in a manner similar to that described for in Example 1. The intermediate compound 4-chloro-3-iodo-N-(3-(4-methyl-1H-imidazol-1-yl)-5-(trifluoromethyl)phenyl)benzamide was made as for Example 24 (Step 1 to 2) with the spectra below: 1H NMR (300 MHz, DMSO-d6) δ: 10.78 (1H, s), 8.55 (1H, d, J=2.1 Hz), 8.26 (1H, s), 8.22 (1H, s), 8.... Starting materials: CC(C)(C)[Si](C)(C)OCCCCCCBr, [Li]C(C)(C)C, COc1ccc(-c2csc(C)n2)cc1, [Cl-], [Cl-], [NH4+], [Na+], C1CCOC1. Product: COc1ccc(-c2csc(CCCCCCCO[Si](C)(C)C(C)(C)C)n2)cc1. RXN SMILES: [Br:20][CH2:21][CH2:22][CH2:23][CH2:24][CH2:25][CH2:26][O:27][Si:28]([CH3:29])([CH3:30])[C:31]([CH3:32])([CH3:33])[CH3:34].[C:1]([Li:2])([CH3:3])([CH3:4])[CH3:5].[CH3:6][O:7][c:8]1[cH:9][cH:10][c:11](-[c:14]2[n:15][c:16]([CH3:19])[s:17][cH:18]2)[cH:12][cH:13]1.[Cl-:40].[Cl-:43].[NH4+:41].[Na+:42].[O:35]1[CH2:36][CH2:37][CH2:38][CH2:39]1>>[CH3:6][O:7][c:8]1[cH:9][cH:10][c:11](-[c:14]2[n:15][c:16]([CH2:19][CH2:21][CH2:22][CH2:23][CH2:24][CH2:25][CH2:26][O:27][Si:28]([CH3:29])([CH3:30])[C:31]([CH3:32])([CH3:33])[CH3:34])[s:17][cH:18]2)[cH:12][cH:13]1. Starting materials: [W]=O (tungsten oxide), C1(=CC=CC=C1)C (toluene), C1(=CC=CC=C1)C (toluene), C(C)(=O)OC=C.C=C (ethylene vinyl acetate), C(C)(=O)OC=C.C=C (EVA). Product: C1(=CC=CC=C1)C.[W]=O (tungsten oxide toluene). As a reaction SMILES: [W:1]=[O:2].C(OC=C)(=O)C.C=C.[C:11]1([CH3:17])[CH:16]=[CH:15][CH:14]=[CH:13][CH:12]=1>>[C:11]1([CH3:17])[CH:16]=[CH:15][CH:14]=[CH:13][CH:12]=1.[W:1]=[O:2] |f:1.2,4.5|. Procedure details: 100 g of tungsten oxide powder (Cs0.33WO2.94Cl0.02Br0.04) was ground and dispersed in 500 g of toluene, and added with 10% ethylene vinyl acetate (EVA) relative to the weight of the aforesaid powder, to enable the EVA to dissolve in toluene. Then, an anion and cation co-doped tungsten oxide toluene solution was obtained. Starting materials: CC(=O)O, CCOCC, CCO, ClCCl, N, C1=Cc2ccccc2NN=C1. Yields the product NC1=NNc2ccccc2C=C1. Reaction SMILES: [C:24]([OH:25])(=[O:26])[CH3:27].[CH3:13][CH2:14][O:15][CH2:16][CH3:17].[CH3:21][CH2:22][OH:23].[Cl:18][CH2:19][Cl:20].[NH3:1].[NH:2]1[N:3]=[CH:4][CH:5]=[CH:6][c:7]2[c:8]1[cH:9][cH:10][cH:11][cH:12]2>>[NH2:1][C:4]1=[N:3][NH:2][c:8]2[c:7]([cH:12][cH:11][cH:10][cH:9]2)[CH:6]=[CH:5]1. Reaction SMILES: [F:1][C:2]1[CH:7]=[CH:6][C:5]([C:8]2[C:9](=[O:23])[N:10]([CH3:22])[C:11](SC)=[N:12][C:13]=2[C:14]2[CH:19]=[CH:18][N:17]=[CH:16][CH:15]=2)=[CH:4][CH:3]=1.[F:24][C:25]1[CH:30]=[CH:29][CH:28]=[CH:27][C:26]=1[CH:31]([NH2:35])[CH2:32][CH2:33][NH2:34]>>[NH2:35][CH:31]([C:26]1[CH:27]=[CH:28][CH:29]=[CH:30][C:25]=1[F:24])[CH2:32][CH2:33][NH:34][C:11]1[N:10]([CH3:22])[C:9](=[O:23])[C:8]([C:5]2[CH:6]=[CH:7][C:2]([F:1])=[CH:3][CH:4]=2)=[C:13]([C:14]2[CH:19]=[CH:18][N:17]=[CH:16][CH:15]=2)[N:12]=1. Reported procedure: 2-34 2-((3-Amino-3-(2-fluorophenyl)propyl)-amino)-5-(4-fluorophenyl)-3-methyl-6-(4-pyridyl)-4(3H)-pyrimidinone was prepared from 5-(4-fluorophenyl)-3-methyl-2-methylthio-6-(4-pyridyl)-4(3H)-pyrimidinone and 1-(2-fluorophenyl)-1,3-propanediamine according to the General Procedure. The reaction was done at 190° C. for 3 h. MS (m/z): 448.1 (M+H)+; C25H23F2N5O requir. 447.5 (free base). Starting materials: FC1=CC=C(C=C1)C=1C(N(C(=NC1C1=CC=NC=C1)SC)C)=O (5-(4-fluorophenyl)-3-methyl-2-methylthio-6-(4-pyridyl)-4(3H)-pyrimidinone), FC1=C(C=CC=C1)C(CCN)N (1-(2-fluorophenyl)-1,3-propanediamine). Reaction conditions: time 3 hour. The product is NC(CCNC1=NC(=C(C(N1C)=O)C1=CC=C(C=C1)F)C1=CC=NC=C1)C1=C(C=CC=C1)F (2-((3-Amino-3-(2-fluorophenyl)propyl)-amino)-5-(4-fluorophenyl)-3-methyl-6-(4-pyridyl)-4(3H)-pyrimidinone). Starting materials: COC(C)(C)OC, CCOCC, CN(C)C=O, CC(C)(C)C(=O)NC(CO)(CO)CO, Cc1ccc(S(=O)(=O)[O-])cc1, c1cc[nH+]cc1. Yields the product CC1(C)OCC(CO)(NC(=O)C(C)(C)C)CO1. Reaction SMILES: [CH3:15][O:16][C:17]([CH3:18])([CH3:19])[O:20][CH3:21].[CH3:44][CH2:45][O:46][CH2:47][CH3:48].[O:39]=[CH:40][N:41]([CH3:42])[CH3:43].[OH:1][CH2:2][C:3]([CH2:4][OH:5])([CH2:6][OH:7])[NH:8][C:9]([C:10]([CH3:11])([CH3:12])[CH3:13])=[O:14].[c:22]1([CH3:23])[cH:24][cH:25][c:26]([S:27]([O-:28])(=[O:29])=[O:30])[cH:31][cH:32]1.[nH+:33]1[cH:34][cH:35][cH:36][cH:37][cH:38]1>>[OH:1][CH2:2][C:3]1([NH:8][C:9]([C:10]([CH3:11])([CH3:12])[CH3:13])=[O:14])[CH2:4][O:5][C:17]([CH3:18])([CH3:19])[O:7][CH2:6]1.